This data is from the Open Reaction Database (ORD), a public repository of structured organic reaction records. The task is: describe an organic reaction: reactants, conditions, products, and yield Reactants: CC1=C(C=C(C(=C1)[N+](=O)[O-])OC)C=1CCN(CC1)CCC (4-[2-Methyl-5-(methyloxy)-4-nitrophenyl]-1-propyl-1,2,3,6-tetrahydropyridine), Platinum(sulfided) carbon. The solvent is 1, CCOC(=O)C.CO (EtOAc MeOH). Reaction conditions: time 8 hour. The product is CC=1C(=CC(=C(N)C1)OC)C1CCN(CC1)CCC (5-methyl-2-(methyloxy)-4-(1-propyl-4-piperidinyl)aniline). The yield is 91.3%. Reaction SMILES: [CH3:1][C:2]1[CH:7]=[C:6]([N+:8]([O-])=O)[C:5]([O:11][CH3:12])=[CH:4][C:3]=1[C:13]1[CH2:14][CH2:15][N:16]([CH2:19][CH2:20][CH3:21])[CH2:17][CH:18]=1>CCOC(C)=O.CO>[CH3:1][C:2]1[C:3]([CH:13]2[CH2:14][CH2:15][N:16]([CH2:19][CH2:20][CH3:21])[CH2:17][CH2:18]2)=[CH:4][C:5]([O:11][CH3:12])=[C:6]([CH:7]=1)[NH2:8] |f:1.2|. Procedure: 4-[2-Methyl-5-(methyloxy)-4-nitrophenyl]-1-propyl-1,2,3,6-tetrahydropyridine (0.7 g, 2.41 mmol) was place in a 250 mL high pressure vessel and dissolved in 60 mL of 1 to 1 EtOAc/MeOH. 5 wt % Platinum(sulfided)/carbon (0.256 g, 0.12 mmol) was added followed quickly by a rubber septum. The flask was evacuated and filled with N2 six times to remove any oxygen. The vessel was then pressurized with H2 (60 psi). The solution stirred overnight. The next morning the vessel was evacuated and filled with ... Reported procedure: To a flask was added 20.0 g. of 4-(N-methylamino)phenol, 20 ml. of acetic anhydride, 60 ml. of acetic acid and 10 g. of sodium acetate. The solution was warmed on a steam bath for one hour and water added to clarify the solution. The mixture was allowed to cool, more water added and the resulting solution poured onto solid sodium bicarbonate in an open vessel. The aqueous material was extracted five times with 200 ml. portions of ethyl ether, the ether extracts combined, washed with brine, then ... Product: C(C)(=O)OC1=CC=C(C=C1)N(C)C(C)=O (4-(N-acetyl-N-methylamino)phenyl acetate). The reactants are CNC1=CC=C(C=C1)O (4-(N-methylamino)phenol), C([O-])(O)=O.[Na+] (sodium bicarbonate), C(C)(=O)OC(C)=O (acetic anhydride), C(C)(=O)[O-].[Na+] (sodium acetate). RXN SMILES: [CH3:1][NH:2][C:3]1[CH:8]=[CH:7][C:6]([OH:9])=[CH:5][CH:4]=1.[C:10](OC(=O)C)(=[O:12])[CH3:11].[C:17]([O-])(=[O:19])[CH3:18].[Na+].C(=O)(O)[O-].[Na+]>O.C(O)(=O)C>[C:10]([O:9][C:6]1[CH:7]=[CH:8][C:3]([N:2]([C:17](=[O:19])[CH3:18])[CH3:1])=[CH:4][CH:5]=1)(=[O:12])[CH3:11] |f:2.3,4.5|. Solvent: O (water), C(C)(=O)O (acetic acid), O (water). Starting materials: CCC(CC)C(O)c1ncnn1Cc1ccc(F)cc1, CS(=O)(=O)Cl, O, c1ccncc1. Yields the product CCC(CC)C(OS(C)(=O)=O)c1ncnn1Cc1ccc(F)cc1. Reaction SMILES: [CH2:1]([CH3:2])[CH:3]([CH:4]([OH:5])[c:6]1[n:7][cH:8][n:9][n:10]1[CH2:11][c:12]1[cH:13][cH:14][c:15]([F:18])[cH:16][cH:17]1)[CH2:19][CH3:20].[CH3:21][S:22]([Cl:23])(=[O:24])=[O:25].[OH2:32].[cH:26]1[cH:27][cH:28][n:29][cH:30][cH:31]1>>[CH2:1]([CH3:2])[CH:3]([CH:4]([O:5][S:22]([CH3:21])(=[O:24])=[O:25])[c:6]1[n:7][cH:8][n:9][n:10]1[CH2:11][c:12]1[cH:13][cH:14][c:15]([F:18])[cH:16][cH:17]1)[CH2:19][CH3:20].